This data is from the Open Reaction Database (ORD), a public repository of structured organic reaction records. The task is: describe an organic reaction: reactants, conditions, products, and yield Reactants: BrC=1C(=C(C(=O)C(C(=O)OCC)C(=O)OCC)C=C(C1F)F)F (diethyl 3-bromo-2,4,5-trifluorobenzoylmalonate), C1(=CC=C(C=C1)S(=O)(=O)O)C (p-toluenesulfonic acid). Run in O (water). Yields the product BrC=1C(=C(C(=O)CC(=O)OCC)C=C(C1F)F)F (Ethyl 3-bromo-2,4,5-trifluorobenzoylacetate). Yield: 56.8%. Reaction SMILES: [Br:1][C:2]1[C:3]([F:23])=[C:4]([CH:18]=[C:19]([F:22])[C:20]=1[F:21])[C:5]([CH:7](C(OCC)=O)[C:8]([O:10][CH2:11][CH3:12])=[O:9])=[O:6].C1(C)C=CC(S(O)(=O)=O)=CC=1>O>[Br:1][C:2]1[C:3]([F:23])=[C:4]([CH:18]=[C:19]([F:22])[C:20]=1[F:21])[C:5]([CH2:7][C:8]([O:10][CH2:11][CH3:12])=[O:9])=[O:6]. Reported procedure: To an emulsion of diethyl 3-bromo-2,4,5-trifluorobenzoylmalonate (3.25 g) in water (4 ml) was added p-toluenesulfonic acid (4 mg) and refluxed for 3 hours with vigorous stirring. After cooling, the reaction mixture was extracted with dichloromethane (8 ml×4). The organic layer was washed with water saturated with sodium chloride, dried over anhydrous sodium sulfate and concentrated. The residue was recrystallized from dichloromethane-n-hexane to give the title compound (1.51 g), mp 85°-88° C.